The task is: describe an organic reaction: reactants, conditions, products, and yield. This data is from the Open Reaction Database (ORD), a public repository of structured organic reaction records. Starting materials: COC(CC=1C=C(C(=CC1)F)C1=C(C=C(C=C1)C(F)(F)F)C=O)=O ((6-fluoro-2′-formyl-4′-trifluoromethyl-biphenyl-3-yl)-acetic acid methyl ester), C1[C@@H]([C@@H](C2=CC=CC=C21)N)O ((1R,2S)-(+)-cis-1-amino-2-indanol). Product: COC(CC=1C=C(C(=CC1)F)C1=C(C=C(C=C1)C(F)(F)F)CN[C@H]1[C@H](CC2=CC=CC=C12)O)=O ({6-Fluoro-2′-[((1R,2S)-2-hydroxy-indan-1-ylamino)-methyl]-4′-trifluoromethyl-biphenyl-3-yl}-acetic acid methyl ester). RXN SMILES: [CH3:1][O:2][C:3](=[O:24])[CH2:4][C:5]1[CH:6]=[C:7]([C:12]2[CH:17]=[CH:16][C:15]([C:18]([F:21])([F:20])[F:19])=[CH:14][C:13]=2[CH:22]=O)[C:8]([F:11])=[CH:9][CH:10]=1.[CH2:25]1[C:33]2[C:28](=[CH:29][CH:30]=[CH:31][CH:32]=2)[C@@H:27]([NH2:34])[C@H:26]1[OH:35]>>[CH3:1][O:2][C:3](=[O:24])[CH2:4][C:5]1[CH:6]=[C:7]([C:12]2[CH:17]=[CH:16][C:15]([C:18]([F:21])([F:19])[F:20])=[CH:14][C:13]=2[CH2:22][NH:34][C@@H:27]2[C:28]3[C:33](=[CH:32][CH:31]=[CH:30][CH:29]=3)[CH2:25][C@@H:26]2[OH:35])[C:8]([F:11])=[CH:9][CH:10]=1. Reported procedure: Prepared according to the procedure described in Example 25, Step 4, using the following starting materials: (6-fluoro-2′-formyl-4′-trifluoromethyl-biphenyl-3-yl)-acetic acid methyl ester and (1R,2S)-(+)-cis-1-amino-2-indanol. Starting materials: CC1NC(OC12C(CCCC2)C2=CC=CC=C2)=O (4-Methyl-6-phenyl-1-oxa-3-azaspiro [4.5] decan-2-one), [NH2-].[Na+] (sodium amide), CI (methyl iodide), N (NH3). Run in CN(P(N(C)C)(N(C)C)=O)C (hexamethylphosphoric triamide), CN(P(N(C)C)(N(C)C)=O)C (HMPT), O (water). Reaction conditions: time 1 hour. The product is CN1C(OC2(C1C)C(CCCC2)C2=CC=CC=C2)=O (3,4-Dimethyl-6-phenyl-1-oxa-3-azaspiro [4.5] decan-2-one). As a reaction SMILES: [CH3:1][CH:2]1[C:6]2([CH2:11][CH2:10][CH2:9][CH2:8][CH:7]2[C:12]2[CH:17]=[CH:16][CH:15]=[CH:14][CH:13]=2)[O:5][C:4](=[O:18])[NH:3]1.[NH2-].[Na+].N.[CH3:22]I>CN(C)P(=O)(N(C)C)N(C)C.O>[CH3:22][N:3]1[CH:2]([CH3:1])[C:6]2([CH2:11][CH2:10][CH2:9][CH2:8][CH:7]2[C:12]2[CH:13]=[CH:14][CH:15]=[CH:16][CH:17]=2)[O:5][C:4]1=[O:18] |f:1.2|. Reported procedure: 4-Methyl-6-phenyl-1-oxa-3-azaspiro [4.5] decan-2-one (Example XXIII) (23.6 g) in hexamethylphosphoric triamide (HMPT) is added dropwise to 5 g sodium amide in 35 ml HMPT. The mixture is stirred until NH3 evolution is essentially finished and 11 ml methyl iodide added at about 40° over a 1/2 hour period. The mixture is stirred 1 hour, added to 700 ml water and extracted with ethyl acetate. The extract is washed with water, dried and concentrated to give 25 g crude product. A sample of the crude p...